This data is from the Open Reaction Database (ORD), a public repository of structured organic reaction records. The task is: describe an organic reaction: reactants, conditions, products, and yield Starting materials: C(C)(=O)OCC1CN(C=2C1=C1C=CC=NC1=C(C2)OCC2=CC=CC=C2)C(=O)OC(C)(C)C (1-(Acetoxymethyl)-5-benzyloxy-3-(tert-butyloxycarbonyl)-2,3-dihydro-1H-pyrrolo[3,2-f]quinoline), C(=O)([O-])[O-].[Cs+].[Cs+] (Cs2CO3), CCO.O (EtOH water). The solvent is CCOC(=O)C (EtOAc), C(=O)(O)[O-].[Na+] (NaHCO3). Yields the product C(C1=CC=CC=C1)OC=1C=C2C(=C3C=CC=NC13)C(CN2C(=O)OC(C)(C)C)CO (5-Benzyloxy-3-(tert-butyloxycarbonyl)-1-(hydroxymethyl)-2,3-dihydro-1H-pyrrolo[3,2-f]quinoline). The yield is 93.5%. Reaction SMILES: C([O:4][CH2:5][CH:6]1[C:10]2=[C:11]3[C:16](=[C:17]([O:19][CH2:20][C:21]4[CH:26]=[CH:25][CH:24]=[CH:23][CH:22]=4)[CH:18]=[C:9]2[N:8]([C:27]([O:29][C:30]([CH3:33])([CH3:32])[CH3:31])=[O:28])[CH2:7]1)[N:15]=[CH:14][CH:13]=[CH:12]3)(=O)C.C([O-])([O-])=O.[Cs+].[Cs+].CCO.O>CCOC(C)=O.C([O-])(O)=O.[Na+]>[CH2:20]([O:19][C:17]1[CH:18]=[C:9]2[N:8]([C:27]([O:29][C:30]([CH3:31])([CH3:32])[CH3:33])=[O:28])[CH2:7][CH:6]([CH2:5][OH:4])[C:10]2=[C:11]2[C:16]=1[N:15]=[CH:14][CH:13]=[CH:12]2)[C:21]1[CH:26]=[CH:25][CH:24]=[CH:23][CH:22]=1 |f:1.2.3,4.5,7.8|. Procedure: A solution of 8-methoxy-6-nitroquinoline (2) [prepared from 2-methoxy-4-nitroaniline 1 by the method of Battersby et al., J. Chem., Soc. Perkin Trans. 1, 1979, 2550] (50.0 g, 0.245 mol) in 48% aqueous HBr (0.205 L, 1.22 mol) was stirred at reflux for 65 h. The mixture was cooled in ice and the precipitate was removed by filtration and dried in a desiccator to give 3 as the hydrobromide salt (58.0 g, 87%): subl. 140° C., mp>230° C; 1H NMR (DMSO) δ 10.69 (br s, 2 H), 9.20 (dd, J=4.9, 1.5 Hz, 1 H),...